Dataset: the Open Reaction Database (ORD), a public repository of structured organic reaction records. Task: describe an organic reaction: reactants, conditions, products, and yield Starting materials: CC12CCC(=O)NC1CCc1cc(-c3ccc(C#N)cc3)ccc12, CC(C)(C)O, CC(C)(C)[O-], CI, CCOC(C)=O, [K+]. Product: CN1C(=O)CCC2(C)c3ccc(-c4ccc(C#N)cc4)cc3CCC12. Reaction SMILES: [C:1](#[N:2])[c:3]1[cH:4][cH:5][c:6](-[c:9]2[cH:10][c:11]3[c:12]([cH:23][cH:24]2)[C:13]2([CH3:22])[CH2:14][CH2:15][C:16](=[O:21])[NH:17][CH:18]2[CH2:19][CH2:20]3)[cH:7][cH:8]1.[C:25]([OH:26])([CH3:27])([CH3:28])[CH3:29].[CH3:30][C:31]([CH3:32])([O-:33])[CH3:34].[CH3:36][I:37].[CH3:38][CH2:39][O:40][C:41](=[O:42])[CH3:43].[K+:35]>>[C:1](#[N:2])[c:3]1[cH:4][cH:5][c:6](-[c:9]2[cH:10][c:11]3[c:12]([cH:23][cH:24]2)[C:13]2([CH3:22])[CH2:14][CH2:15][C:16](=[O:21])[N:17]([CH3:25])[CH:18]2[CH2:19][CH2:20]3)[cH:7][cH:8]1. Reactants: ClC1=C2C(=NN=C1C1=CC=CC=C1)N(N=C2C2=C(C=CC=C2)Cl)C (4-chloro-3-(2-chlorophenyl)-1-methyl-5-phenyl-1H-pyrazolo[3,4-c]pyridazine), CN1N=C(C=C1N)C1=CC=CC=C1 (1-methyl-3-phenyl-1H-pyrazol-5-amine), C1(=CC(=CC=C1)C#C)C (3-tolylacetylene). Yields the product ClC1=C2C(=NN=C1C=1C=C(C=CC1)C)N(N=C2C2=CC=CC=C2)C (4-Chloro-1-methyl-3-phenyl-5-m-tolyl-1H-pyrazolo[3,4-c]pyridazine). Reaction SMILES: [Cl:1][C:2]1[C:7]([C:8]2[CH:13]=[CH:12][CH:11]=[CH:10][CH:9]=2)=[N:6][N:5]=[C:4]2[N:14]([CH3:24])[N:15]=[C:16]([C:17]3[CH:22]=[CH:21][CH:20]=[CH:19][C:18]=3Cl)[C:3]=12.[CH3:25]N1C(N)=CC(C2C=CC=CC=2)=N1.C1(C)C=CC=C(C#C)C=1>>[Cl:1][C:2]1[C:7]([C:8]2[CH:13]=[C:12]([CH3:25])[CH:11]=[CH:10][CH:9]=2)=[N:6][N:5]=[C:4]2[N:14]([CH3:24])[N:15]=[C:16]([C:17]3[CH:22]=[CH:21][CH:20]=[CH:19][CH:18]=3)[C:3]=12. Reported procedure: Compound 16 was synthesised following similar procedures outlined in Example 1 (Compound 37), starting from Step 2 using 1-methyl-3-phenyl-1H-pyrazol-5-amine instead of 3-(2-chlorophenyl)-1-methyl-1H-pyrazol-5-amine and 3-tolylacetylene instead of phenyl acetylene in Step 4.